From a dataset of the Open Reaction Database (ORD), a public repository of structured organic reaction records. describe an organic reaction: reactants, conditions, products, and yield Reactants: [Al+3], CN(c1cccc2cc(C3=NCC(C#N)S3)[nH]c12)S(=O)(=O)c1cccs1, [H-], [H-], [H-], [H-], [Li+], [Na+], C1CCOC1, [OH-]. The product is CN(c1cccc2cc(C3=NCC(CN)S3)[nH]c12)S(=O)(=O)c1cccs1. Reaction SMILES: [Al+3:2].[C:7](#[N:8])[CH:9]1[CH2:10][N:11]=[C:12]([c:14]2[nH:15][c:16]3[c:17]([N:23]([S:24](=[O:25])(=[O:26])[c:27]4[s:28][cH:29][cH:30][cH:31]4)[CH3:32])[cH:18][cH:19][cH:20][c:21]3[cH:22]2)[S:13]1.[H-:1].[H-:4].[H-:5].[H-:6].[Li+:3].[Na+:34].[O:35]1[CH2:36][CH2:37][CH2:38][CH2:39]1.[OH-:33]>>[CH2:7]([NH2:8])[CH:9]1[CH2:10][N:11]=[C:12]([c:14]2[nH:15][c:16]3[c:17]([N:23]([S:24](=[O:25])(=[O:26])[c:27]4[s:28][cH:29][cH:30][cH:31]4)[CH3:32])[cH:18][cH:19][cH:20][c:21]3[cH:22]2)[S:13]1.